Dataset: the Open Reaction Database (ORD), a public repository of structured organic reaction records. Task: describe an organic reaction: reactants, conditions, products, and yield The reactants are O=C([O-])C(=O)[O-], CC(C)=O, N=c1sc2cc(OC(F)(F)F)ccc2n1CCSc1ccncc1, C1COCCO1, O, O=C(OO)c1cccc(Cl)c1, O=C(O)C(=O)O. As a reaction SMILES: [C:42]([O-:43])(=[O:44])[C:45]([O-:46])=[O:47].[CH3:55][C:56](=[O:57])[CH3:58].[NH:1]=[c:2]1[s:3][c:4]2[c:5]([n:6]1[CH2:7][CH2:8][S:9][c:10]1[cH:11][cH:12][n:13][cH:14][cH:15]1)[cH:16][cH:17][c:18]([O:20][C:21]([F:22])([F:23])[F:24])[cH:19]2.[O:49]1[CH2:50][CH2:51][O:52][CH2:53][CH2:54]1.[OH2:48].[OH:25][O:26][C:27]([c:28]1[cH:29][c:30]([Cl:31])[cH:32][cH:33][cH:34]1)=[O:35].[OH:36][C:37]([C:38](=[O:39])[OH:40])=[O:41]>>[NH:1]=[c:2]1[s:3][c:4]2[c:5]([n:6]1[CH2:7][CH2:8][S:9]([c:10]1[cH:11][cH:12][n:13][cH:14][cH:15]1)=[O:25])[cH:16][cH:17][c:18]([O:20][C:21]([F:22])([F:23])[F:24])[cH:19]2. Yields the product N=c1sc2cc(OC(F)(F)F)ccc2n1CCS(=O)c1ccncc1. Starting materials: IC1=CC(=NC=C1)COC(C)=O ((4-iodo-2-pyridyl)methylacetate), CO.[OH-].[Na+] (MeOH NaOH). Yields the product IC1=CC(=NC=C1)CO ((4-Iodo-2-pyridyl)methanol). The yield is 100.0%. Reaction SMILES: [I:1][C:2]1[CH:7]=[CH:6][N:5]=[C:4]([CH2:8][O:9]C(=O)C)[CH:3]=1.CO.[OH-].[Na+]>>[I:1][C:2]1[CH:7]=[CH:6][N:5]=[C:4]([CH2:8][OH:9])[CH:3]=1 |f:1.2.3|. Procedure: A solution of (4-iodo-2-pyridyl)methylacetate ((4-iodo-2-pyridyl)methylacetate) in 2.0 mL (MeOH/NaOH 2N 1:3) was stirred at room temperature for 40 minutes. The mixture was extracted with EtOAc, washed with NaCl sat., dried and evaporated, affording 245 mg of the title compound (100%) as a colourless oil. 1H NMR (CDCl3) δ 8.18 (d, 1H, J=4.1 Hz, H-6); 7.76 (s, 1H, H-3); 7.59 (d, 1H, J=4.9 Hz, H-5); 4.72 (s, 2H, CH2); 4.45 (bs, 1H, OH); 13C NMR (CDCl3) δ 161.2 (C-2), 149.3 (C-6), 132.1 (C-3), 130.... The reactants are C(C1=CC=CC=C1)OC1=CC(=C(C=C1)C[C@@H](C(N(CC1=NC(=CC=C1)F)CC(OCC)OCC)=O)NC(OCC1C2=CC=CC=C2C=2C=CC=CC12)=O)F (9H-fluoren-9-ylmethyl N-((1S)-2-(4-(benzyloxy)-2-fluorophenyl)-1-((2,2-diethoxyethyl)((6-fluoropyridin-2-yl)methyl)carbamoyl)ethyl)carbamate), C(C)NCC (diethylamine), resultant mixture, Example 1-1-2, C1CCOC1 (THF). Solvent: C(C)(=O)OCC (ethyl acetate), C(C)(=O)OCC (ethyl acetate). The product is N[C@H](C(=O)N(CC1=NC(=CC=C1)F)CC(OCC)OCC)CC1=C(C=C(C=C1)OCC1=CC=CC=C1)F ((2S)-2-Amino-3-(4-(benzyloxy)-2-fluorophenyl)-N-(2,2-diethoxyethyl)-N-((6-fluoropyridin-2-yl)methyl)propanamide). The yield is 93.0%. RXN SMILES: [CH2:1]([O:8][C:9]1[CH:14]=[CH:13][C:12]([CH2:15][C@H:16]([NH:36]C(=O)OCC2C3C=CC=CC=3C3C2=CC=CC=3)[C:17](=[O:35])[N:18]([CH2:27][CH:28]([O:32][CH2:33][CH3:34])[O:29][CH2:30][CH3:31])[CH2:19][C:20]2[CH:25]=[CH:24][CH:23]=[C:22]([F:26])[N:21]=2)=[C:11]([F:54])[CH:10]=1)[C:2]1[CH:7]=[CH:6][CH:5]=[CH:4][CH:3]=1.C1COCC1.C(NCC)C>C(OCC)(=O)C>[NH2:36][C@@H:16]([CH2:15][C:12]1[CH:13]=[CH:14][C:9]([O:8][CH2:1][C:2]2[CH:3]=[CH:4][CH:5]=[CH:6][CH:7]=2)=[CH:10][C:11]=1[F:54])[C:17]([N:18]([CH2:27][CH:28]([O:32][CH2:33][CH3:34])[O:29][CH2:30][CH3:31])[CH2:19][C:20]1[CH:25]=[CH:24][CH:23]=[C:22]([F:26])[N:21]=1)=[O:35]. Procedure details: To a mixed solution of 9H-fluoren-9-ylmethyl N-((1S)-2-(4-(benzyloxy)-2-fluorophenyl)-1-((2,2-diethoxyethyl)((6-fluoropyridin-2-yl)methyl)carbamoyl)ethyl)carbamate described in Production Example 1-1-2 (14.4 g) and THF (30 mL) was added diethylamine (5.27 mL, 50.4 mmol) at room temperature. The resultant mixture was stirred at room temperature for 2 hours. The reaction mixture was concentrated under a reduced pressure, methanol, water and heptane were added to the residue, and the resultant mixt... The reactants are O=C([O-])[O-], CC(C)=O, CO, COC(=O)c1ccc(CCl)o1, Cl, [I-], [K+], [K+], [K+], CC(=O)Cc1ccc(O)cc1. Product: COC(=O)c1ccc(COc2ccc(CC(C)=O)cc2)o1. As a reaction SMILES: [C:23](=[O:24])([O-:25])[O-:26].[CH3:31][C:32](=[O:33])[CH3:34].[CH3:35][OH:36].[Cl:1][CH2:2][c:3]1[cH:4][cH:5][c:6]([C:8](=[O:9])[O:10][CH3:11])[o:7]1.[ClH:37].[I-:30].[K+:27].[K+:28].[K+:29].[OH:12][c:13]1[cH:14][cH:15][c:16]([CH2:19][C:20]([CH3:21])=[O:22])[cH:17][cH:18]1>>[CH2:2]([c:3]1[cH:4][cH:5][c:6]([C:8](=[O:9])[O:10][CH3:11])[o:7]1)[O:12][c:13]1[cH:14][cH:15][c:16]([CH2:19][C:20]([CH3:21])=[O:22])[cH:17][cH:18]1. Starting materials: BrC1=NNC=2C1=NC=CC2 (3-bromo-1H-pyrazolo[4,3-b]pyridine), IC(C)C (2-iodopropane), C(=O)([O-])[O-].[K+].[K+] (K2CO3), O (water). Run in CN(C)C=O (DMF). Run at time 8 hour. The product is BrC1=NN(C=2C1=NC=CC2)C(C)C (3-Bromo-1-(1-methylethyl)-1H-pyrazolo[4,3-b]pyridine). As a reaction SMILES: [Br:1][C:2]1[C:6]2=[N:7][CH:8]=[CH:9][CH:10]=[C:5]2[NH:4][N:3]=1.I[CH:12]([CH3:14])[CH3:13].C([O-])([O-])=O.[K+].[K+].O>CN(C=O)C>[Br:1][C:2]1[C:6]2=[N:7][CH:8]=[CH:9][CH:10]=[C:5]2[N:4]([CH:12]([CH3:14])[CH3:13])[N:3]=1 |f:2.3.4|. Procedure details: To a solution of 3-bromo-1H-pyrazolo[4,3-b]pyridine (200 mg) in DMF (10 mL) were added 2-iodopropane (0.20 mL) and K2CO3 (168 mg) at room temperature. After stirring overnight, the reaction mixture was poured into water and extracted with AcOEt. The extract was washed with water and brine, dried over MgSO4, and concentrated under reduced pressure. The residue was purified by basic silica gel column chromatography (AcOEt/hexane) to give the title compound (147 mg). Starting materials: CCOC(=O)C(NC(C)=O)C(=O)OCC, CC[O-], CCO, Cc1ccc(O)c(C(=O)CCCl)c1, [Na+]. The product is CCOC(=O)C(CCC(=O)c1cc(C)ccc1O)(NC(C)=O)C(=O)OCC. As a reaction SMILES: [C:1]([CH3:2])(=[O:3])[NH:4][CH:5]([C:6](=[O:7])[O:8][CH2:9][CH3:10])[C:11](=[O:12])[O:13][CH2:14][CH3:15].[CH3:16][CH2:17][O-:18].[CH3:33][CH2:34][OH:35].[Cl:20][CH2:21][CH2:22][C:23](=[O:24])[c:25]1[c:26]([OH:32])[cH:27][cH:28][c:29]([CH3:31])[cH:30]1.[Na+:19]>>[C:1]([CH3:2])(=[O:3])[NH:4][C:5]([C:6](=[O:7])[O:8][CH2:9][CH3:10])([C:11](=[O:12])[O:13][CH2:14][CH3:15])[CH2:21][CH2:22][C:23](=[O:24])[c:25]1[c:26]([OH:32])[cH:27][cH:28][c:29]([CH3:31])[cH:30]1.